Dataset: the Open Reaction Database (ORD), a public repository of structured organic reaction records. Task: describe an organic reaction: reactants, conditions, products, and yield Starting materials: C(O)([O-])=O.[Na+] (sodium hydrogencarbonate), crude product, FC1=C(C=CC=C1)[N+](=O)[O-] (o-fluoronitrobenzene), [Al] (aluminum), S(O)(O)(=O)=O (sulfuric acid). Solvent: O (water). Run at time 40 minute. Yields the product FC=1C=C(C=CC1N)O (3-fluoro-4-aminophenol). Yield: 86.0%. Reaction SMILES: [F:1][C:2]1[CH:7]=[CH:6][CH:5]=[CH:4][C:3]=1[N+:8]([O-])=O.[Al].S(=O)(=O)(O)[OH:13].C(=O)([O-])O.[Na+]>O>[F:1][C:2]1[CH:7]=[C:6]([OH:13])[CH:5]=[CH:4][C:3]=1[NH2:8] |f:3.4|. Procedure: 2.03 Grams of o-fluoronitrobenzene, 0.70 g of aluminum powder, 43 ml of water and 4.4 g of conc. sulfuric acid were added to a reactor and stirred at an inner temperature of from 90° to 95° C. for 40 minutes. After cooling the reaction solution, a 5% aqueous sodium hydrogencarbonate solution was added to make the reaction solution weakly alkaline. The reaction solution was then extracted with three 100-ml portions of diethyl ether. The ether layers were combined, dried and concentrated to obtain... Reaction SMILES: [Se](=O)=[O:2].[ClH:4].[CH3:5][O:6][C:7]1[C:35]([O:36][CH3:37])=[CH:34][C:10]2[CH2:11][C:12](=[O:33])[N:13]([CH2:16][CH2:17][CH2:18][N:19]([CH3:32])[CH2:20][CH2:21][C:22]3[CH:27]=[CH:26][C:25]([O:28][CH3:29])=[C:24]([O:30][CH3:31])[CH:23]=3)[CH2:14][CH2:15][C:9]=2[CH:8]=1>O>[ClH:4].[CH3:5][O:6][C:7]1[C:35]([O:36][CH3:37])=[CH:34][C:10]2[C:11](=[O:2])[C:12](=[O:33])[N:13]([CH2:16][CH2:17][CH2:18][N:19]([CH3:32])[CH2:20][CH2:21][C:22]3[CH:27]=[CH:26][C:25]([O:28][CH3:29])=[C:24]([O:30][CH3:31])[CH:23]=3)[CH2:14][CH2:15][C:9]=2[CH:8]=1 |f:1.2,4.5|. Product: Cl.COC1=CC2=C(C(C(N(CC2)CCCN(CCC2=CC(=C(C=C2)OC)OC)C)=O)=O)C=C1OC (1-[7,8-Dimethoxy-1,3,4,5-tetrahydro-2H-3-benzazepine-1,2-dione-3-yl]-3-[N-methyl-N-(2-{3,4-dimethoxy-phenyl}-ethyl)-amino]-propane hydrochloride). Procedure: 3.5 gm of selenium dioxide were added to a mixture of 150 ml of diozane and 6 ml of water at 70° C.; the mixture was stirred for 15 minutes and then admixed with 3 gm of diatomaceous earth and 14.8 gm (0.03 mol) of 1-[7,8-dimethoxy-1,3,4,5-tetrahydro-2H-3-benzazepin-2-on-3-yl]-3-[N-methyl-N-(2-{3,4-dimethoxy-phenyl}-ethyl)-amino]-propane hydrochloride. The mixture was refluxed for 6 hours, cooled and filtered. The filtrate was evaporated in vacuo and the residue was purified on a silica gel colu... Solvent: O (water). The reactants are [Se](=O)=O (selenium dioxide), Cl.COC1=CC2=C(CC(N(CC2)CCCN(CCC2=CC(=C(C=C2)OC)OC)C)=O)C=C1OC (1-[7,8-dimethoxy-1,3,4,5-tetrahydro-2H-3-benzazepin-2-on-3-yl]-3-[N-methyl-N-(2-{3,4-dimethoxy-phenyl}-ethyl)-amino]-propane hydrochloride). Run at time 15 minute. Starting materials: C(C=C)NC1=NC(=NC2=CC=C(C=C12)Cl)Cl (4-allylamino-2,6-dichloroquinazoline), C(C=C)N (allylamine), C(O)([O-])=O.[Na+] (sodium hydrogen carbonate). Run in CN1C(N(CC1)C)=O (1,3-dimethyl-2-imidazolidinone). Reaction conditions: temperature 100 celsius, time 10 hour. Product: C(C=C)NC1=NC2=CC=C(C=C2C(=N1)NCC=C)Cl (2,4-Diallylamino-6-chloroquinazoline). The yield is 87.3%. RXN SMILES: [CH2:1]([NH:4][C:5]1[C:14]2[C:9](=[CH:10][CH:11]=[C:12]([Cl:15])[CH:13]=2)[N:8]=[C:7](Cl)[N:6]=1)[CH:2]=[CH2:3].[CH2:17]([NH2:20])[CH:18]=[CH2:19].C(=O)([O-])O.[Na+]>CN1CCN(C)C1=O>[CH2:17]([NH:20][C:7]1[N:6]=[C:5]([NH:4][CH2:1][CH:2]=[CH2:3])[C:14]2[C:9](=[CH:10][CH:11]=[C:12]([Cl:15])[CH:13]=2)[N:8]=1)[CH:18]=[CH2:19] |f:2.3|. Procedure: In 1 ml of 1,3-dimethyl-2-imidazolidinone was dissolved 300 mg (1.18 mmol) of 4-allylamino-2,6-dichloroquinazoline, and after 110 mg (1.87 mmol) of allylamine was added to the resulting solution, the mixture was stirred in a sealed tube at 100° C. for 10 hours. A saturated aqueous sodium hydrogen carbonate solution was added to the reaction mixture, followed by extraction with ethyl acetate, washing with brine and drying over anhydrous sodium sulfate. After the solvent was distilled off, the res... The reagents and catalysts are [Pd] (Pd/C). Yields the product C(C)(C)(C)OC(NC1=C(C=C(C=C1)N1C=CC=C1)N)=O ((2-Amino-4-pyrrol-1-yl-phenyl)-carbamic acid tert-butyl ester), solid. The reactants are C(C)(C)(C)OC(NC1=C(C=C(C=C1)N1C=CC=C1)[N+](=O)[O-])=O ((2-nitro-4-pyrrol-1-yl-phenyl)-carbamic acid tert-butyl ester). RXN SMILES: [C:1]([O:5][C:6](=[O:22])[NH:7][C:8]1[CH:13]=[CH:12][C:11]([N:14]2[CH:18]=[CH:17][CH:16]=[CH:15]2)=[CH:10][C:9]=1[N+:19]([O-])=O)([CH3:4])([CH3:3])[CH3:2]>[Pd]>[C:1]([O:5][C:6](=[O:22])[NH:7][C:8]1[CH:13]=[CH:12][C:11]([N:14]2[CH:15]=[CH:16][CH:17]=[CH:18]2)=[CH:10][C:9]=1[NH2:19])([CH3:4])([CH3:2])[CH3:3]. Procedure details: The title compound was prepared from (2-nitro-4-pyrrol-1-yl-phenyl)-carbamic acid tert-butyl ester (Example A11) by hydrogenation with 5% Pd/C according to the general procedure J (method a). Obtained as a white solid (9.06 g). Starting materials: CCCN(CCOc1ccc(OCC(=O)OC)c(C)c1)S(=O)(=O)c1sc2ccc(F)cc2c1C, CCO, [Na+], [OH-]. Product: CCCN(CCOc1ccc(OCC(=O)O)c(C)c1)S(=O)(=O)c1sc2ccc(F)cc2c1C. RXN SMILES: [CH3:1][O:2][C:3]([CH2:4][O:5][c:6]1[c:7]([CH3:33])[cH:8][c:9]([O:12][CH2:13][CH2:14][N:15]([CH2:16][CH2:17][CH3:18])[S:19](=[O:20])(=[O:21])[c:22]2[c:23]([CH3:32])[c:24]3[c:25]([s:26]2)[cH:27][cH:28][c:29]([F:31])[cH:30]3)[cH:10][cH:11]1)=[O:34].[CH3:37][CH2:38][OH:39].[Na+:36].[OH-:35]>>[O:2]=[C:3]([CH2:4][O:5][c:6]1[c:7]([CH3:33])[cH:8][c:9]([O:12][CH2:13][CH2:14][N:15]([CH2:16][CH2:17][CH3:18])[S:19](=[O:20])(=[O:21])[c:22]2[c:23]([CH3:32])[c:24]3[c:25]([s:26]2)[cH:27][cH:28][c:29]([F:31])[cH:30]3)[cH:10][cH:11]1)[OH:34]. The reactants are ClCCCC(=O)C1=CC=C(C=C1)Cl (4,4'-dichlorobutyrophenone), ClC1=C(C=CC(=C1)N1CCNCC1)CO (2-chloro-4-(1-piperazinyl)benzenemethanol). Run in CC(=O)C (acetone), CC(=O)C (acetone), C(C)N(CC)CC (triethylamine). The product is ClC1=CC=C(C=C1)C(CCCN1CCN(CC1)C1=CC(=C(C=C1)CO)Cl)=O (1-(4-Chlorophenyl)-4-[4-[3-chloro-4-(hydroxymethyl)phenyl]-1-piperazinyl]-1-butanone). Reaction SMILES: Cl[CH2:2][CH2:3][CH2:4][C:5]([C:7]1[CH:12]=[CH:11][C:10]([Cl:13])=[CH:9][CH:8]=1)=[O:6].[Cl:14][C:15]1[CH:20]=[C:19]([N:21]2[CH2:26][CH2:25][NH:24][CH2:23][CH2:22]2)[CH:18]=[CH:17][C:16]=1[CH2:27][OH:28]>CC(C)=O.C(N(CC)CC)C>[Cl:13][C:10]1[CH:11]=[CH:12][C:7]([C:5](=[O:6])[CH2:4][CH2:3][CH2:2][N:24]2[CH2:23][CH2:22][N:21]([C:19]3[CH:18]=[CH:17][C:16]([CH2:27][OH:28])=[C:15]([Cl:14])[CH:20]=3)[CH2:26][CH2:25]2)=[CH:8][CH:9]=1. Procedure details: A solution of 4,4'-dichlorobutyrophenone (4.5 g, 20.7 mmole) in 25 ml of acetone was added to a warm suspension of 2-chloro-4-(1-piperazinyl)benzenemethanol (4.7 g, 20.7 mole) in 50 ml acetone and 2.5 ml of triethylamine. The reaction mixture was refluxed for four days, cooled at -10° for three hours, and then filtered. The product was washed with a little acetone, triturated on the filter with water (four times, 50 ml), and air dried. Recrystallization from acetonitrile (65 ml) gave 3.0 g (35%)... Starting materials: COC(=O)C(CCSC)NC(=O)c1ccc(C=O)cc1-c1ccccc1C, Cl, NC1c2ccccc2-c2ccccc21. The product is COC(=O)C(CCSC)NC(=O)c1ccc(CNC2c3ccccc3-c3ccccc32)cc1-c1ccccc1C. Reaction SMILES: [CH3:1][O:2][C:3]([CH:4]([NH:5][C:6]([c:7]1[c:8](-[c:15]2[c:16]([CH3:21])[cH:17][cH:18][cH:19][cH:20]2)[cH:9][c:10]([CH:13]=[O:14])[cH:11][cH:12]1)=[O:22])[CH2:23][CH2:24][S:25][CH3:26])=[O:27].[ClH:28].[NH2:29][CH:30]1[c:31]2[cH:32][cH:33][cH:34][cH:35][c:36]2-[c:37]2[cH:38][cH:39][cH:40][cH:41][c:42]21>>[CH3:1][O:2][C:3]([CH:4]([NH:5][C:6]([c:7]1[c:8](-[c:15]2[c:16]([CH3:21])[cH:17][cH:18][cH:19][cH:20]2)[cH:9][c:10]([CH2:13][NH:29][CH:30]2[c:31]3[cH:32][cH:33][cH:34][cH:35][c:36]3-[c:37]3[cH:38][cH:39][cH:40][cH:41][c:42]32)[cH:11][cH:12]1)=[O:22])[CH2:23][CH2:24][S:25][CH3:26])=[O:27].